This data is from the Open Reaction Database (ORD), a public repository of structured organic reaction records. The task is: describe an organic reaction: reactants, conditions, products, and yield The reactants are BrB(Br)Br, COc1ccc(C#Cc2ccncc2)cc1, ClCCl, Cl, [Na+], [OH-]. Product: Oc1ccc(C#Cc2ccncc2)cc1. RXN SMILES: [B:1]([Br:2])([Br:3])[Br:4].[CH3:5][O:6][c:7]1[cH:8][cH:9][c:10]([C:13]#[C:14][c:15]2[cH:16][cH:17][n:18][cH:19][cH:20]2)[cH:11][cH:12]1.[Cl:24][CH2:25][Cl:26].[ClH:23].[Na+:22].[OH-:21]>>[OH:6][c:7]1[cH:8][cH:9][c:10]([C:13]#[C:14][c:15]2[cH:16][cH:17][n:18][cH:19][cH:20]2)[cH:11][cH:12]1. Reactants: O=C([O-])[O-], CCOC(C)=O, CN(C)C=O, [Cs+], [Cs+], CC(C)I, Nc1ncnc2[nH]nc(I)c12. Product: CC(C)n1nc(I)c2c(N)ncnc21. Reaction SMILES: [C:12](=[O:13])([O-:14])[O-:15].[CH3:22][CH2:23][O:24][C:25]([CH3:26])=[O:27].[CH3:28][N:29]([CH3:30])[CH:31]=[O:32].[Cs+:16].[Cs+:17].[I:18][CH:19]([CH3:20])[CH3:21].[I:1][c:2]1[n:3][nH:4][c:5]2[n:6][cH:7][n:8][c:9]([NH2:11])[c:10]12>>[I:1][c:2]1[n:3][n:4]([CH:19]([CH3:20])[CH3:21])[c:5]2[n:6][cH:7][n:8][c:9]([NH2:11])[c:10]12. The reactants are [OH-].[Na+] (NaOH), CC1=C(C(=CC(=C1)OCC1(COC1)C)C)C1=C2CC[C@H](C2=C(C=C1)F)OC1=CC2=C([C@@H](CO2)CC(=O)OC)C=C1 (methyl 2-((S)-6-((R)-4-(2,6-dimethyl-4-((3-methyloxetan-3-yl)methoxy)phenyl)-7-fluoro-2,3-dihydro-1H-inden-1-yloxy)-2,3-dihydrobenzofuran-3-yl)acetate). Run in CO (methanol), O (water), Cl (HCl), C(C)#N.O (acetonitrile water). Conditions: time 48 hour. The product is CC1=C(C(=CC(=C1)OCC1(COC1)C)C)C1=C2CC[C@H](C2=C(C=C1)F)OC1=CC2=C([C@@H](CO2)CC(=O)O)C=C1 (2-((S)-6-((R)-4-(2,6-dimethyl-4-((3-methyloxetan-3-yl)methoxy)phenyl)-7-fluoro-2,3-dihydro-1H-inden-1-yloxy)-2,3-dihydrobenzofuran-3-yl)acetic acid). As a reaction SMILES: [OH-].[Na+].[CH3:3][C:4]1[CH:9]=[C:8]([O:10][CH2:11][C:12]2([CH3:16])[CH2:15][O:14][CH2:13]2)[CH:7]=[C:6]([CH3:17])[C:5]=1[C:18]1[CH:26]=[CH:25][C:24]([F:27])=[C:23]2[C:19]=1[CH2:20][CH2:21][C@H:22]2[O:28][C:29]1[CH:42]=[CH:41][C:32]2[C@H:33]([CH2:36][C:37]([O:39]C)=[O:38])[CH2:34][O:35][C:31]=2[CH:30]=1>CO.O.Cl.C(#N)C.O>[CH3:3][C:4]1[CH:9]=[C:8]([O:10][CH2:11][C:12]2([CH3:16])[CH2:13][O:14][CH2:15]2)[CH:7]=[C:6]([CH3:17])[C:5]=1[C:18]1[CH:26]=[CH:25][C:24]([F:27])=[C:23]2[C:19]=1[CH2:20][CH2:21][C@H:22]2[O:28][C:29]1[CH:42]=[CH:41][C:32]2[C@H:33]([CH2:36][C:37]([OH:39])=[O:38])[CH2:34][O:35][C:31]=2[CH:30]=1 |f:0.1,6.7|. Reported procedure: 1 M aqueous NaOH solution (1.15 mL) is added to a solution of methyl 2-((S)-6-((R)-4-(2,6-dimethyl-4-((3-methyloxetan-3-yl)methoxy)phenyl)-7-fluoro-2,3-dihydro-1H-inden-1-yloxy)-2,3-dihydrobenzofuran-3-yl)acetate (420 mg) in methanol (12 mL) at room temperature. The mixture is stirred at room temperature for 48 hours. The mixture is diluted with water and neutralized with 1 M aqueous HCl solution (1.15 mL). The resulting mixture is extracted with ethyl acetate, and the combined extract is washed... Reactants: C(C1=CC=CC=C1)(=O)NC=1C=C(C=CC1Cl)NC(C1=CN=C(C=C1)CBr)=O (N-(3-benzamido-4-chlorophenyl)-6-(bromomethyl)nicotinamide), CN1CCNCC1 (1-methylpiperazin). Yields the product C(C1=CC=CC=C1)(=O)NC=1C=C(C=CC1Cl)NC(C1=CN=C(C=C1)CN1CCN(CC1)C)=O (N-(3-benzamido-4-chlorophenyl)-6-(4-methylpiperazin-1-ylmethyl)nicotinamide). RXN SMILES: [C:1]([NH:9][C:10]1[CH:11]=[C:12]([NH:17][C:18](=[O:27])[C:19]2[CH:24]=[CH:23][C:22]([CH2:25]Br)=[N:21][CH:20]=2)[CH:13]=[CH:14][C:15]=1[Cl:16])(=[O:8])[C:2]1[CH:7]=[CH:6][CH:5]=[CH:4][CH:3]=1.[CH3:28][N:29]1[CH2:34][CH2:33][NH:32][CH2:31][CH2:30]1>>[C:1]([NH:9][C:10]1[CH:11]=[C:12]([NH:17][C:18](=[O:27])[C:19]2[CH:24]=[CH:23][C:22]([CH2:25][N:32]3[CH2:33][CH2:34][N:29]([CH3:28])[CH2:30][CH2:31]3)=[N:21][CH:20]=2)[CH:13]=[CH:14][C:15]=1[Cl:16])(=[O:8])[C:2]1[CH:7]=[CH:6][CH:5]=[CH:4][CH:3]=1. Procedure: N-(3-benzamido-4-chlorophenyl)-6-(bromomethyl)nicotinamide (0.11 mmol) was used in general procedure 5 with 1-methylpiperazin (0.12 mmol). The product was purified by RP-HPLC to give N-(3-benzamido-4-chlorophenyl)-6-(4-methylpiperazin-1-ylmethyl)nicotinamide. MS (Q1) 464.0 (M)+ Starting materials: C(C(=O)O)(=O)O.C(CCC)S(=O)(=O)NC=1C=C(C(=O)NCCSCC=2OC(=CC2)CN(C)C)C=CC1 (3-butanesulfonamido-N-[2-(5-dimethylaminomethylfuran-2-ylmethylthio)ethyl]benzamide oxalate), [OH-].[Na+] (sodium hydroxide). The solvent is O (water). Product: C(CCC)S(=O)(=O)NC=1C=C(C(=O)NCCSCC=2OC(=CC2)CN(C)C)C=CC1 (3-butanesulfonamido-N-[2-(5-dimethylaminomethylfuran-2-ylmethylthio)ethyl]benzamide). The yield is 89.9%. RXN SMILES: C(O)(=O)C(O)=O.[CH2:7]([S:11]([NH:14][C:15]1[CH:16]=[C:17]([CH:34]=[CH:35][CH:36]=1)[C:18]([NH:20][CH2:21][CH2:22][S:23][CH2:24][C:25]1[O:26][C:27]([CH2:30][N:31]([CH3:33])[CH3:32])=[CH:28][CH:29]=1)=[O:19])(=[O:13])=[O:12])[CH2:8][CH2:9][CH3:10].[OH-].[Na+]>O>[CH2:7]([S:11]([NH:14][C:15]1[CH:16]=[C:17]([CH:34]=[CH:35][CH:36]=1)[C:18]([NH:20][CH2:21][CH2:22][S:23][CH2:24][C:25]1[O:26][C:27]([CH2:30][N:31]([CH3:33])[CH3:32])=[CH:28][CH:29]=1)=[O:19])(=[O:12])=[O:13])[CH2:8][CH2:9][CH3:10] |f:0.1,2.3|. Procedure details: To a solution of 2 g of 3-butanesulfonamido-N-[2-(5-dimethylaminomethylfuran-2-ylmethylthio)ethyl]benzamide oxalate in 10 ml of water there is added sodium hydroxide until a strong basic reaction is obtained. The mixture is extracted with a mixture ethyl acetate:ethanol 9:1, the organic phase is dried over anhydrous sodium sulfate and evaporated to dryness. Thus, there is obtained 1.5 g of 3-butanesulfonamido-N-[2-(5-dimethylaminomethylfuran-2-ylmethylthio)ethyl]benzamide as an oily yellowish pr... Reactants: [OH-].[Na+] (sodium hydroxide), C(C)(=O)C=1C=C2CCOC2=CC1 (5-Acetylcoumarane), O=C(C(=O)OCC)C(=O)OCC (diethyl ketomalonate), Cl (hydrochloric acid), O.NN (hydrazine monohydrate), resultant mixture, resultant mixture. Solvent: C(C)(C)O (isopropanol). Run at temperature 120 celsius, time 39 hour. Yields the product C(=O)(O)C=1C(NN=C(C1)C=1C=CC2=C(CCO2)C1)=O (4-carboxy-6-(2,3-dihydro-1-benzofuran-5-yl)-2H-pyridazin-3-one). As a reaction SMILES: [C:1]([C:4]1[CH:5]=[C:6]2[C:10](=[CH:11][CH:12]=1)[O:9][CH2:8][CH2:7]2)(=O)[CH3:2].O=[C:14]([C:20]([O:22]CC)=O)[C:15]([O:17]CC)=[O:16].O.[NH2:26][NH2:27].[OH-].[Na+].Cl>C(O)(C)C>[C:15]([C:14]1[C:20](=[O:22])[NH:26][N:27]=[C:1]([C:4]2[CH:12]=[CH:11][C:10]3[O:9][CH2:8][CH2:7][C:6]=3[CH:5]=2)[CH:2]=1)([OH:17])=[O:16] |f:2.3,4.5|. Reported procedure: 5-Acetylcoumarane [Brown H. C., Inukai T., J. Am. Chem. Soc., 83 4825 (1961)] (5.0 g, 30.8 mmol) and diethyl ketomalonate (5.9 g, 33.9 mmol) were mixed together, and the mixture was stirred for 39 hours at 120° C. The reaction mixture was dissolved in isopropanol (100 mL), and hydrazine monohydrate (3.38 g, 67.5 mmol) was added to the resultant mixture, followed by stirring for six hours at 100° C. A 2-mol/L aqueous sodium hydroxide solution (7 mL) was added thereto, and the resultant mixture wa... Reactants: Cc1ccccc1C(=O)Nc1ccc(C(=O)N2Cc3cccn3-c3ccccc32)cc1, O=C1CCC(=O)N1Cl, C1CCOC1. Product: Cc1ccccc1C(=O)Nc1ccc(C(=O)N2Cc3ccc(Cl)n3-c3ccccc32)cc1. As a reaction SMILES: [CH3:1][c:2]1[c:3]([C:4](=[O:5])[NH:6][c:7]2[cH:8][cH:9][c:10]([C:13](=[O:14])[N:15]3[CH2:16][c:17]4[n:18]([cH:25][cH:26][cH:27]4)-[c:19]4[cH:20][cH:21][cH:22][cH:23][c:24]43)[cH:11][cH:12]2)[cH:28][cH:29][cH:30][cH:31]1.[Cl:32][N:33]1[C:34](=[O:35])[CH2:36][CH2:37][C:38]1=[O:39].[O:40]1[CH2:41][CH2:42][CH2:43][CH2:44]1>>[CH3:1][c:2]1[c:3]([C:4](=[O:5])[NH:6][c:7]2[cH:8][cH:9][c:10]([C:13](=[O:14])[N:15]3[CH2:16][c:17]4[n:18]([c:25]([Cl:32])[cH:26][cH:27]4)-[c:19]4[cH:20][cH:21][cH:22][cH:23][c:24]43)[cH:11][cH:12]2)[cH:28][cH:29][cH:30][cH:31]1. Starting materials: CCCCCCCCc1ccccc1C, CCOCC, O=S(=O)(O)Cl. Product: CCCCCCCCc1cccc(S(=O)(=O)Cl)c1C. RXN SMILES: [CH2:1]([CH2:2][CH2:3][CH2:4][CH2:5][CH2:6][CH2:7][CH3:8])[c:9]1[c:10]([CH3:15])[cH:11][cH:12][cH:13][cH:14]1.[CH3:21][CH2:22][O:23][CH2:24][CH3:25].[Cl:16][S:17](=[O:18])(=[O:19])[OH:20]>>[CH2:1]([CH2:2][CH2:3][CH2:4][CH2:5][CH2:6][CH2:7][CH3:8])[c:9]1[c:10]([CH3:15])[c:11]([S:17]([Cl:16])(=[O:18])=[O:19])[cH:12][cH:13][cH:14]1. Reactants: NC=1C=C(C(=O)N)C=CC1 (3-aminobenzamide), ClC=1C=C(C(=O)OO)C=CC1 (3-chloroperoxybenzoic acid). Solvent: C(C)(=O)OCC (ethyl acetate). Conditions: time 72 hour. Product: N(=O)C=1C=C(C(=O)N)C=CC1 (3-nitrosobenzamide). The yield is 34.0%. RXN SMILES: [NH2:1][C:2]1[CH:3]=[C:4]([CH:8]=[CH:9][CH:10]=1)[C:5]([NH2:7])=[O:6].ClC1C=C(C=CC=1)C(OO)=[O:16]>C(OCC)(=O)C>[N:1]([C:2]1[CH:3]=[C:4]([CH:8]=[CH:9][CH:10]=1)[C:5]([NH2:7])=[O:6])=[O:16]. Reported procedure: To a stirred solution of 3-aminobenzamide (Aldrich Chemical Co.) (0.476 g, 3.50 mmol) in ethyl acetate (50 ml) at ambient temperature was added 1.208 g of 3-chloroperoxybenzoic acid (commercial grade, 50-60% purity, Aldrich), whereupon the solution turned green. After 10 minutes the mixture was extracted with 0.14M aqueous sodium bicarbonate (58 ml), washed with three successive 40-ml portions of water, dried over sodium sulfate, then reduced in volume to 20 mL by rotary evaporation and placed i... Reactants: Cl (hydrochloric acid), C(C)(=O)SCC(C(=O)NC=1C=C(C(=O)O)C=C(C1)C)CC1=CC=CC=C1 (3-[(2-Acetylthiomethyl-3-phenylpropionyl)amino]-5-methylbenzoic acid), compound, [OH-].[Na+] (sodium hydroxide). The solvent is CO (methanol). Run at time 30 minute. Yields the product SCC(C(=O)NC=1C=C(C(=O)O)C=C(C1)C)CC1=CC=CC=C1 (3-[(2-mercaptomethyl-3-phenylpropionyl)amino]-5-methylbenzoic acid). Isolated yield 59.7%. As a reaction SMILES: C([S:4][CH2:5][CH:6]([CH2:20][C:21]1[CH:26]=[CH:25][CH:24]=[CH:23][CH:22]=1)[C:7]([NH:9][C:10]1[CH:11]=[C:12]([CH:16]=[C:17]([CH3:19])[CH:18]=1)[C:13]([OH:15])=[O:14])=[O:8])(=O)C.[OH-].[Na+].Cl>CO>[SH:4][CH2:5][CH:6]([CH2:20][C:21]1[CH:26]=[CH:25][CH:24]=[CH:23][CH:22]=1)[C:7]([NH:9][C:10]1[CH:11]=[C:12]([CH:16]=[C:17]([CH3:19])[CH:18]=1)[C:13]([OH:15])=[O:14])=[O:8] |f:1.2|. Reported procedure: 3-[(2-Acetylthiomethyl-3-phenylpropionyl)amino]-5-methylbenzoic acid (compound of Example 1) (1.7 g) is dissolved in methanol (9 ml), and thereto is added 1 N aqueous sodium hydroxide solution (9 ml) under nitrogen, and the mixture is stirred at room temperature for 30 minutes. The reaction mixture is adjusted to pH 1 by adding dropwise conc. hydrochloric acid, and the residue is purified by a medium pressure column chromatography with CHP-20P (eluant, water-acetonitrile). The fractions containi...